This data is from the Open Reaction Database (ORD), a public repository of structured organic reaction records. The task is: describe an organic reaction: reactants, conditions, products, and yield Reactants: Cl (Hydrochloric acid), NC1=NC=NC2=C1C(=C1N2CC[C@H](CC1)NC(OC(C)(C)C)=O)C=1C=NC2=CC=CC=C2C1 ((S)-tert-butyl (4-amino-5-(quinolin-3-yl)-7,8,9,10-tetrahydro-6H-pyrimido[5′,4′:4,5]pyrrolo[1,2-a]azepin-8-yl)carbamate), [OH-].[Na+] (sodium hydroxide). Solvent: C(C)O (ethanol). Reaction conditions: temperature 60 celsius, time 3 hour. Product: N1=CC(=CC2=CC=CC=C12)C=1C2=C(N3C1CC[C@@H](CC3)N)N=CN=C2N ((S)-5-(quinolin-3-yl)-7,8,9,10-tetrahydro-6H-pyrimido[5′,4′:4,5]pyrrolo[1,2-a]azepin-4,8-diamine). Isolated yield 94.7%. Reaction SMILES: Cl.[NH2:2][C:3]1[C:8]2[C:9]([C:25]3[CH:26]=[N:27][C:28]4[C:33]([CH:34]=3)=[CH:32][CH:31]=[CH:30][CH:29]=4)=[C:10]3[CH2:16][CH2:15][C@H:14]([NH:17]C(=O)OC(C)(C)C)[CH2:13][CH2:12][N:11]3[C:7]=2[N:6]=[CH:5][N:4]=1.[OH-].[Na+]>C(O)C>[N:27]1[C:28]2[C:33](=[CH:32][CH:31]=[CH:30][CH:29]=2)[CH:34]=[C:25]([C:9]2[C:8]3[C:3]([NH2:2])=[N:4][CH:5]=[N:6][C:7]=3[N:11]3[CH2:12][CH2:13][C@@H:14]([NH2:17])[CH2:15][CH2:16][C:10]=23)[CH:26]=1 |f:2.3|. Reported procedure: 5 N Hydrochloric acid (1 ml) was added to a solution of (S)-tert-butyl (4-amino-5-(quinolin-3-yl)-7,8,9,10-tetrahydro-6H-pyrimido[5′,4′:4,5]pyrrolo[1,2-a]azepin-8-yl)carbamate (436 mg) obtained in Step 8 in ethanol (4 ml) at room temperature. The mixture was stirred at 60° C. for 3 hours. After cooling, the reaction mixture was basified with a 5 N aqueous sodium hydroxide solution, followed by extraction with chloroform. The organic layer was dried over anhydrous sodium sulfate, and the solvent ... The reactants are COC1=CC=C(C2=C1N=C(N2)COC)C(=O)ON2N=NC1=C2C=CC=C1 (1-benzotriazolyl 7-methoxy-2-methoxymethyl-3H-benzimidazole-4-carboxylate), BrC=1C(=NC=CC1)OC1=CC(=CC=C1)Cl (3-bromo-2-(3-chlorophenoxy)pyridine), C(CCC)[Li] (butyl lithium), [Cl-].[NH4+] (ammonium chloride). Run in O1CCCC1 (tetrahydrofuran), O1CCCC1 (tetrahydrofuran), CCCCCC (hexane). Conditions: temperature -70 celsius, time 45 minute. The product is ClC=1C=C(OC2=NC=CC=C2C(=O)C2=CC=C(C=3NC(=NC32)COC)OC)C=CC1 ([2-(3-Chlorophenoxy)-pyridin-3-yl]-(7-methoxy-2-methoxymethyl-1H-benzimidazol-4-yl)-methanone). Yield: 18.8%. RXN SMILES: Br[C:2]1[C:3]([O:8][C:9]2[CH:14]=[CH:13][CH:12]=[C:11]([Cl:15])[CH:10]=2)=[N:4][CH:5]=[CH:6][CH:7]=1.C([Li])CCC.[CH3:21][O:22][C:23]1[C:28]2[N:29]=[C:30]([CH2:32][O:33][CH3:34])[NH:31][C:27]=2[C:26]([C:35](ON2C3C=CC=CC=3N=N2)=[O:36])=[CH:25][CH:24]=1.[Cl-].[NH4+]>O1CCCC1.CCCCCC>[Cl:15][C:11]1[CH:10]=[C:9]([CH:14]=[CH:13][CH:12]=1)[O:8][C:3]1[C:2]([C:35]([C:26]2[C:27]3[N:31]=[C:30]([CH2:32][O:33][CH3:34])[NH:29][C:28]=3[C:23]([O:22][CH3:21])=[CH:24][CH:25]=2)=[O:36])=[CH:7][CH:6]=[CH:5][N:4]=1 |f:3.4|. Procedure details: A solution of 3-bromo-2-(3-chlorophenoxy)pyridine (0.43 g, Reference Example 16) in dry tetrahydrofuran (6 ml), at −70° C., was treated with butyl lithium in hexane (0.64 ml, 2.5M). The mixture was then stirred at −70° C. for 45 minutes then treated with a solution of 1-benzotriazolyl 7-methoxy-2-methoxymethyl-3H-benzimidazole-4-carboxylate [0.177 g, Reference Example 1(a)] in dry tetrahydrofuran (2 ml) and stirring was continued at −70° C. for 10 minutes. The reaction mixture was allowed to war... The reactants are ClC1=CC=C(C=C1)N1C=NC=C1 (1-(4-chlorophenyl)imidazole), BrCCC (1-bromopropane). Solvent: C1CCOC1 (THF). Yields the product [Br-].ClC1=CC=C(C=C1)[N+]1=CN(C=C1)CCC (1-(4-chlorophenyl)-3-propyl imidazolium bromide). Reaction SMILES: [Cl:1][C:2]1[CH:7]=[CH:6][C:5]([N:8]2[CH:12]=[CH:11][N:10]=[CH:9]2)=[CH:4][CH:3]=1.[Br:13][CH2:14][CH2:15][CH3:16]>C1COCC1>[Br-:13].[Cl:1][C:2]1[CH:3]=[CH:4][C:5]([N+:8]2[CH:12]=[CH:11][N:10]([CH2:14][CH2:15][CH3:16])[CH:9]=2)=[CH:6][CH:7]=1 |f:3.4|. Procedure: According to the general synthesis procedure, 5.60 mmol (1.00 g) 1-(4-chlorophenyl)imidazole and 6.7 mmol (0.830 g, 0.61 ml) 1-bromopropane are dissolved in 5 ml THF and heated for 18.5 h to 90° C.